This data is from the Open Reaction Database (ORD), a public repository of structured organic reaction records. The task is: describe an organic reaction: reactants, conditions, products, and yield Reactants: CCN(c1cc(Cl)c(Cl)cc1Cl)C(C(=O)O)c1ccccc1OC, CCO, [Na+], [OH-], O. Yields the product COc1ccccc1C(Nc1cc(Cl)c(Cl)cc1Cl)C(=O)O. Reaction SMILES: [CH2:6]([CH3:7])[N:8]([CH:9]([C:10](=[O:11])[OH:12])[c:13]1[c:14]([O:19][CH3:20])[cH:15][cH:16][cH:17][cH:18]1)[c:21]1[c:22]([Cl:29])[cH:23][c:24]([Cl:28])[c:25]([Cl:27])[cH:26]1.[CH3:1][CH2:2][OH:3].[Na+:5].[OH-:4].[OH2:30]>>[NH:8]([CH:9]([C:10](=[O:11])[OH:12])[c:13]1[c:14]([O:19][CH3:20])[cH:15][cH:16][cH:17][cH:18]1)[c:21]1[c:22]([Cl:29])[cH:23][c:24]([Cl:28])[c:25]([Cl:27])[cH:26]1. Starting materials: CCO, ClCCl, Nc1cc(C2CCC3(CC2)OCCO3)nc2ccnn12, C1COCCO1, O. The product is Nc1cc(C2CCC(=O)CC2)nc2ccnn12. Reaction SMILES: [CH3:21][CH2:22][OH:23].[Cl:31][CH2:32][Cl:33].[O:1]1[CH2:3][CH2:2][O:4][C:5]12[CH2:6][CH2:7][CH:8]([c:11]1[n:12][c:13]3[n:14]([c:15]([NH2:17])[cH:16]1)[n:18][cH:19][cH:20]3)[CH2:9][CH2:10]2.[O:25]1[CH2:26][CH2:27][O:28][CH2:29][CH2:30]1.[OH2:24]>>[O:4]=[C:5]1[CH2:6][CH2:7][CH:8]([c:11]2[n:12][c:13]3[n:14]([c:15]([NH2:17])[cH:16]2)[n:18][cH:19][cH:20]3)[CH2:9][CH2:10]1. Starting materials: C(C)(C)(C)N1N=CC=C1NC1=CC=CC(=N1)CC1(CCN(CC1)C(C1=C(C(=CC=C1)C(F)(F)F)F)=O)C(=O)NNC(=O)OC(C)(C)C (tert-butyl 2-((4-((6-((1-tert-butyl-1H-pyrazol-5-yl)amino)pyridin-2-yl)methyl)-1-(2-fluoro-3-(trifluoromethyl)benzoyl)piperidin-4-yl)carbonyl)hydrazinecarboxylate), FC(C(=O)O)(F)F (trifluoroacetic acid). Solvent: C(Cl)(Cl)Cl (chloroform). Conditions: temperature 0 celsius, time 2 hour. Product: C(C)(C)(C)N1N=CC=C1NC1=CC=CC(=N1)CC1(CCN(CC1)C(C1=C(C(=CC=C1)C(F)(F)F)F)=O)C(=O)NN (4-((6-((1-tert-butyl-1H-pyrazol-5-yl)amino)pyridin-2-yl)methyl)-1-(2-fluoro-3-(trifluoromethyl)benzoyl)piperidine-4-carbohydrazide). RXN SMILES: [C:1]([N:5]1[C:9]([NH:10][C:11]2[N:16]=[C:15]([CH2:17][C:18]3([C:37]([NH:39][NH:40]C(OC(C)(C)C)=O)=[O:38])[CH2:23][CH2:22][N:21]([C:24](=[O:36])[C:25]4[CH:30]=[CH:29][CH:28]=[C:27]([C:31]([F:34])([F:33])[F:32])[C:26]=4[F:35])[CH2:20][CH2:19]3)[CH:14]=[CH:13][CH:12]=2)=[CH:8][CH:7]=[N:6]1)([CH3:4])([CH3:3])[CH3:2].FC(F)(F)C(O)=O>C(Cl)(Cl)Cl>[C:1]([N:5]1[C:9]([NH:10][C:11]2[N:16]=[C:15]([CH2:17][C:18]3([C:37]([NH:39][NH2:40])=[O:38])[CH2:19][CH2:20][N:21]([C:24](=[O:36])[C:25]4[CH:30]=[CH:29][CH:28]=[C:27]([C:31]([F:32])([F:34])[F:33])[C:26]=4[F:35])[CH2:22][CH2:23]3)[CH:14]=[CH:13][CH:12]=2)=[CH:8][CH:7]=[N:6]1)([CH3:4])([CH3:2])[CH3:3]. Reported procedure: To a solution of 195 mg of tert-butyl 2-((4-((6-((1-tert-butyl-1H-pyrazol-5-yl)amino)pyridin-2-yl)methyl)-1-(2-fluoro-3-(trifluoromethyl)benzoyl)piperidin-4-yl)carbonyl)hydrazinecarboxylate in 4 ml of chloroform was added 2 ml of trifluoroacetic acid at 0° C. The reaction mixture was stirred at 0° C. for 2 hours and at room temperature for 2 hours, followed by concentrating in vacuo. The resulting residue was basified with saturated aqueous sodium bicarbonate solution, and extracted with ethyl a... Starting materials: COC1=C(C=CC(=N1)C1=NN2C(C(CCCC2)(O)C2=C(C=CC=C2)C(F)(F)F)=N1)N1C=NC(=C1)C (2-[6-methoxy-5-(4-methyl-1H-imidazol-1-yl)pyridin-2-yl]-9-(2-trifluoromethylphenyl)-6,7,8,9-tetrahydro-5H-[1,2,4]triazolo[1,5-a]azepin-9-ol), C1(=CC=C(C=C1)S(=O)(=O)O)C (p-toluenesulfonic acid), C1(=CC=CC=C1)C (toluene), C([O-])(O)=O.[Na+] (sodium bicarbonate). Product: COC1=C(C=CC(=N1)C1=NN2C(C(=CCCC2)C2=C(C=CC=C2)C(F)(F)F)=N1)N1C=NC(=C1)C (2-[6-methoxy-5-(4-methyl-1H-imidazol-1-yl)pyridin-2-yl]-9-(2-trifluoromethylphenyl)-6,7-dihydro-5H-[1,2,4]triazolo[1,5-a]azepine). Yield: 7.3%. As a reaction SMILES: [CH3:1][O:2][C:3]1[N:8]=[C:7]([C:9]2[N:29]=[C:12]3[C:13]([C:19]4[CH:24]=[CH:23][CH:22]=[CH:21][C:20]=4[C:25]([F:28])([F:27])[F:26])(O)[CH2:14][CH2:15][CH2:16][CH2:17][N:11]3[N:10]=2)[CH:6]=[CH:5][C:4]=1[N:30]1[CH:34]=[C:33]([CH3:35])[N:32]=[CH:31]1.C1(C)C=CC(S(O)(=O)=O)=CC=1.C1(C)C=CC=CC=1.C(=O)(O)[O-].[Na+]>C(OCC)(=O)C>[CH3:1][O:2][C:3]1[N:8]=[C:7]([C:9]2[N:29]=[C:12]3[C:13]([C:19]4[CH:24]=[CH:23][CH:22]=[CH:21][C:20]=4[C:25]([F:27])([F:26])[F:28])=[CH:14][CH2:15][CH2:16][CH2:17][N:11]3[N:10]=2)[CH:6]=[CH:5][C:4]=1[N:30]1[CH:34]=[C:33]([CH3:35])[N:32]=[CH:31]1 |f:3.4|. Reported procedure: A mixture of 2-[6-methoxy-5-(4-methyl-1H-imidazol-1-yl)pyridin-2-yl]-9-(2-trifluoromethylphenyl)-6,7,8,9-tetrahydro-5H-[1,2,4]triazolo[1,5-a]azepin-9-ol obtained in Example 181 (49 mg), p-toluenesulfonic acid (76 mg) and toluene (7 mL) was heated under reflux for two hours. Ethyl acetate and saturated sodium bicarbonate were added to the reaction solution, and the organic layer was separated. The organic layer was dried over anhydrous magnesium sulfate and then concentrated under reduced pressur... Run in C(C)(=O)OCC (Ethyl acetate). Reactants: CC1(C(CCCC1=O)=O)C (2,2-dimethylcyclohexane-1,3-dione), [BH4-].[Na+] (sodium borohydride). The solvent is CO (MeOH). Run at time 1 hour. The product is OC1C(C(CCC1)=O)(C)C (3-Hydroxy-2,2-dimethylcyclohexanone). Yield: 78.7%. RXN SMILES: [CH3:1][C:2]1([CH3:10])[C:7](=[O:8])[CH2:6][CH2:5][CH2:4][C:3]1=[O:9].[BH4-].[Na+]>CO>[OH:9][CH:3]1[CH2:4][CH2:5][CH2:6][C:7](=[O:8])[C:2]1([CH3:10])[CH3:1] |f:1.2|. Reported procedure: To a solution of 2,2-dimethylcyclohexane-1,3-dione (2.00 g, 14.3 mmol) in MeOH (20 mL) was added sodium borohydride (135 mg, 3.58 mmol) portion-wise at 0° C. The resulting solution was stirred at room temperature for 1 h. The reaction was quenched with water and extracted with ethyl acetate. The combined organic layers were washed with brine, dried over anhydrous sodium sulfate and concentrated to afford the title compound (1.6 g, crude). MS (ESI) m/z 143.2 [M+H]+. Reactants: O=C(Cl)OCc1ccccc1, O=C(O)CC(NC(=O)C(CC(=O)O)NC(=O)OCc1ccccc1)C(=O)O, NC(CC(=O)O)C(=O)O, [Na+], [Na], [OH-], O. Product: O=C(O)CC(NC(=O)OCc1ccccc1)C(=O)O. Reaction SMILES: [CH2:11]([c:12]1[cH:13][cH:14][cH:15][cH:16][cH:17]1)[O:18][C:19](=[O:20])[Cl:21].[CH2:22]([O:23][C:24]([NH:25][CH:26]([C:27]([NH:28][CH:29]([C:30]([OH:31])=[O:32])[CH2:33][C:34]([OH:35])=[O:36])=[O:37])[CH2:38][C:39](=[O:40])[OH:41])=[O:42])[c:43]1[cH:44][cH:45][cH:46][cH:47][cH:48]1.[NH2:2][CH:3]([CH2:4][C:5]([OH:6])=[O:7])[C:8]([OH:9])=[O:10].[Na+:50].[Na:1].[OH-:49].[OH2:51]>>[NH:2]([CH:3]([CH2:4][C:5]([OH:6])=[O:7])[C:8]([OH:9])=[O:10])[C:19]([O:18][CH2:11][c:12]1[cH:13][cH:14][cH:15][cH:16][cH:17]1)=[O:20]. Reactants: O=C([O-])[O-], CN(C)C=O, CCc1nc(Cl)c(C#N)nc1C, CCc1nc(C#N)c(Cl)nc1C, [K+], [K+], c1ccc(N2CCNCC2)cc1. As a reaction SMILES: [C:1](=[O:2])([O-:3])[O-:4].[CH3:43][N:44]([CH3:45])[CH:46]=[O:47].[Cl:19][c:20]1[c:21]([C:22]#[N:23])[n:24][c:25]([CH3:26])[c:27]([CH2:28][CH3:29])[n:30]1.[Cl:7][c:8]1[c:9]([C:17]#[N:18])[n:10][c:11]([CH2:15][CH3:16])[c:12]([CH3:14])[n:13]1.[K+:5].[K+:6].[c:31]1([N:37]2[CH2:38][CH2:39][NH:40][CH2:41][CH2:42]2)[cH:32][cH:33][cH:34][cH:35][cH:36]1>>[c:8]1([N:40]2[CH2:39][CH2:38][N:37]([c:31]3[cH:32][cH:33][cH:34][cH:35][cH:36]3)[CH2:42][CH2:41]2)[c:9]([C:17]#[N:18])[n:10][c:11]([CH2:15][CH3:16])[c:12]([CH3:14])[n:13]1. Yields the product CCc1nc(C#N)c(N2CCN(c3ccccc3)CC2)nc1C. Reactants: CN(C)S(=O)(=O)Cl, FC(F)(F)C(=Cc1nc(CC2(C(F)(F)F)CC2)c[nH]1)c1ccc(-n2cccn2)cc1, [H-], [Na+], C1CCOC1. Product: CN(C)S(=O)(=O)n1cc(CC2(C(F)(F)F)CC2)nc1C=C(c1ccc(-n2cccn2)cc1)C(F)(F)F. Reaction SMILES: [CH3:33][N:34]([S:35](=[O:36])(=[O:37])[Cl:38])[CH3:39].[F:1][C:2]([C:3](=[CH:4][c:5]1[nH:6][cH:7][c:8]([CH2:10][C:11]2([C:14]([F:15])([F:16])[F:17])[CH2:12][CH2:13]2)[n:9]1)[c:18]1[cH:19][cH:20][c:21](-[n:24]2[n:25][cH:26][cH:27][cH:28]2)[cH:22][cH:23]1)([F:29])[F:30].[H-:31].[Na+:32].[O:40]1[CH2:41][CH2:42][CH2:43][CH2:44]1>>[F:1][C:2]([C:3](=[CH:4][c:5]1[n:6]([S:35]([N:34]([CH3:33])[CH3:39])(=[O:36])=[O:37])[cH:7][c:8]([CH2:10][C:11]2([C:14]([F:15])([F:16])[F:17])[CH2:12][CH2:13]2)[n:9]1)[c:18]1[cH:19][cH:20][c:21](-[n:24]2[n:25][cH:26][cH:27][cH:28]2)[cH:22][cH:23]1)([F:29])[F:30]. The reactants are C1CCNC1, CCO, Cc1nn(C)c2c1N(C(=O)CCl)c1ccccc1NC2=O, [Na+], [Na+], O=C([O-])[O-]. Product: Cc1nn(C)c2c1N(C(=O)CN1CCCC1)c1ccccc1NC2=O. RXN SMILES: [CH2:22]1[CH2:23][CH2:24][NH:25][CH2:26]1.[CH3:33][CH2:34][OH:35].[Cl:1][CH2:2][C:3](=[O:4])[N:5]1[c:6]2[c:7]([n:17]([CH3:21])[n:18][c:19]2[CH3:20])[C:8](=[O:16])[NH:9][c:10]2[c:11]1[cH:12][cH:13][cH:14][cH:15]2.[Na+:27].[Na+:28].[O-:29][C:30](=[O:31])[O-:32]>>[CH2:2]([C:3](=[O:4])[N:5]1[c:6]2[c:7]([n:17]([CH3:21])[n:18][c:19]2[CH3:20])[C:8](=[O:16])[NH:9][c:10]2[c:11]1[cH:12][cH:13][cH:14][cH:15]2)[N:25]1[CH2:24][CH2:23][CH2:22][CH2:26]1. The reactants are [H-].[Na+] (NaH), [Na+].[I-] (NaI), C(CCO)O (1,3-propanediol), [H][H] (hydrogen), C(CCCCCCCCC)Cl (decyl chloride). Run in CN(C)C=O (DMF), CN(C)C=O (DMF), O (H2O). Reaction conditions: time 18 hour. Product: C(CCCCCCCCC)OCCCCCCCCCC (decyl ether), 17. As a reaction SMILES: [H-].[Na+].[Na+].[I-].[CH2:5]([OH:9])[CH2:6][CH2:7]O.[H][H].[CH2:12](Cl)[CH2:13][CH2:14][CH2:15][CH2:16][CH2:17][CH2:18][CH2:19][CH2:20][CH3:21]>CN(C=O)C.O>[CH2:12]([O:9][CH2:5][CH2:6][CH2:7][CH2:12][CH2:13][CH2:14][CH2:15][CH2:16][CH2:17][CH3:18])[CH2:13][CH2:14][CH2:15][CH2:16][CH2:17][CH2:18][CH2:19][CH2:20][CH3:21] |f:0.1,2.3|. Procedure: To a mixture of NaH (2.6 g, 70 mmol) and anhydrous NaI (9.9 g, 70 mmol) in dry DMF (80 mL) under N2 was added dropwise a solution of 1,3-propanediol (4.75 mL, 70 mmol) in DMF (20 mL). The mixture was stirred until hydrogen evolution had ceased, decyl chloride (1.34 g, 7.6 mmol) was added and stirring was continued at 50° C. for 18 hours. Then, the reaction mixture was poured into H2O (300 mL) and extracted with diethyl ether (3×250 mL). The organic extracts were combined, washed with sat. NaCl (...